This data is from the Open Reaction Database (ORD), a public repository of structured organic reaction records. The task is: describe an organic reaction: reactants, conditions, products, and yield Reactants: CC1=NC(=NC=C1O)N1CCOCC1 (4-methyl-2-morpholino-5-pyrimidinol), S(=O)(=O)(O)O.N1(CCOCC1)C(N)=N (4-morpholinecarboximidamide sulfate), COCC(=O)OC (methyl methoxyacetate), [H-].[Na+] (sodium hydride). Solvent: C1(=CC=CC=C1)C (toluene). Product: COC=1C(=NC(=NC1COC)N1CCOCC1)O (5-methoxy-6-methoxymethyl-2-morpholino-4-pyrimidinol). RXN SMILES: C[C:2]1[C:7]([OH:8])=C[N:5]=[C:4]([N:9]2[CH2:14][CH2:13][O:12][CH2:11][CH2:10]2)[N:3]=1.C[O:16][CH2:17][C:18]([O:20][CH3:21])=O.[H-].[Na+].S(O)(O)(=O)=O.N1(C(=N)N)CCOC[CH2:30]1>C1(C)C=CC=CC=1>[CH3:21][O:20][C:18]1[C:17]([OH:16])=[N:5][C:4]([N:9]2[CH2:14][CH2:13][O:12][CH2:11][CH2:10]2)=[N:3][C:2]=1[CH2:7][O:8][CH3:30] |f:2.3,4.5|. Reported procedure: The 4-methyl-2-morpholino-5-pyrimidinol (D represents methyl) can be prepared by reacting methyl methoxyacetate with sodium hydride in toluene and the product is then reacted with 4-morpholinecarboximidamide sulfate to give 5-methoxy-6-methoxymethyl-2-morpholino-4-pyrimidinol. This latter compound is converted to 4-chloro-5-methoxy-6-methoxymethyl-2-morpholinopyrimidine by reaction with phosphorus oxychloride. The ring chlorine and the methoxy group in the methoxymethyl group are replaced with h... Reactants: O=C1c2ccccc2C(=O)N1CSc1ccncc1, CCOCC, ClCCl, CO, CN, ClC(Cl)Cl. Yields the product CNC(=O)c1ccccc1C(=O)NCSc1ccncc1. As a reaction SMILES: [C:1]1(=[O:19])[c:2]2[c:3]([cH:15][cH:16][cH:17][cH:18]2)[C:4](=[O:14])[N:5]1[CH2:6][S:7][c:8]1[cH:9][cH:10][n:11][cH:12][cH:13]1.[CH2:20]([O:21][CH2:22][CH3:23])[CH3:24].[CH2:25]([Cl:26])[Cl:27].[CH3:28][OH:29].[CH3:30][NH2:31].[CH:32]([Cl:33])([Cl:34])[Cl:35]>>[C:1]([c:2]1[c:3]([C:4](=[O:14])[NH:31][CH3:30])[cH:15][cH:16][cH:17][cH:18]1)([NH:5][CH2:6][S:7][c:8]1[cH:9][cH:10][n:11][cH:12][cH:13]1)=[O:19].